This data is from the Open Reaction Database (ORD), a public repository of structured organic reaction records. The task is: describe an organic reaction: reactants, conditions, products, and yield The reactants are ClC=1C=NC=C(C1C=C1OC(C2=CC(=CC=C12)OC)=O)Cl (3-(3,5-dichloro-pyridin-4-ylmethylene)-6-methoxy-3H-isobenzofuran-1-one), O.NN (hydrazine monohydrate). Solvent: CO (CH3OH). Conditions: time 8 hour. Product: ClC=1C=NC=C(C1CC1=NNC(C2=CC(=CC=C12)OC)=O)Cl (4-(3,5-Dichloro-pyridin-4-ylmethyl)-7-methoxy-2H-phthalazin-1-one). Yield: 78.6%. As a reaction SMILES: [Cl:1][C:2]1[CH:3]=[N:4][CH:5]=[C:6]([Cl:21])[C:7]=1[CH:8]=[C:9]1[C:17]2[C:12](=[CH:13][C:14]([O:18][CH3:19])=[CH:15][CH:16]=2)[C:11](=O)[O:10]1.O.[NH2:23][NH2:24]>CO>[Cl:1][C:2]1[CH:3]=[N:4][CH:5]=[C:6]([Cl:21])[C:7]=1[CH2:8][C:9]1[C:17]2[C:12](=[CH:13][C:14]([O:18][CH3:19])=[CH:15][CH:16]=2)[C:11](=[O:10])[NH:24][N:23]=1 |f:1.2|. Procedure: A suspension of 3-(3,5-dichloro-pyridin-4-ylmethylene)-6-methoxy-3H-isobenzofuran-1-one (84.4 g, 0.126 mole), prepared as described in example 37, in CH3OH (200 ml) under N2 was added with hydrazine monohydrate (18.4 ml, 0.378 mole). The mixture was refluxed for 1 hour, then left overnight at room temperature and cooled over ice. The solid was filtered, washed with cold CH3OH and dried in oven at 50° C. under vacuum; 33.3 g of the title compound were thus obtained (yield: 80%). m.p.: 259-262° C. Reactants: FC1(CCN(CC1)C(=O)C1=CC=2C(=NC=C(C2)OC2CCN(CC2)C(C)C)N1)F ((4,4-Difluoro-piperidin-1-yl)-[5-(1-isopropyl-piperidin-4-yloxy)-1H-pyrrolo[2,3-b]pyridin-2-yl]-methanone), COC(=O)C1=CC=2C(=NC(=C(C2)OCC2=CC=CC=C2)Cl)N1C(=O)OC(C)(C)C (5-benzyloxy-6-chloro-pyrrolo[2,3-b]pyridine-1,2-dicarboxylic acid 1-tert-butyl ester 2-methyl ester). Product: COC(=O)C1=CC=2C(=NC(=C(C2)O)Cl)N1C(=O)OC(C)(C)C (6-Chloro-5-hydroxy-pyrrolo[2,3-b]pyridine-1,2-dicarboxylic Acid 1-tert-butyl Ester 2-methyl Ester), compound. Isolated yield 62.0%. RXN SMILES: FC1(F)CCN(C(C2NC3=NC=C(OC4CCN(C(C)C)CC4)C=C3C=2)=O)CC1.[CH3:30][O:31][C:32]([C:34]1[N:51]([C:52]([O:54][C:55]([CH3:58])([CH3:57])[CH3:56])=[O:53])[C:37]2=[N:38][C:39]([Cl:50])=[C:40]([O:42]CC3C=CC=CC=3)[CH:41]=[C:36]2[CH:35]=1)=[O:33]>>[CH3:30][O:31][C:32]([C:34]1[N:51]([C:52]([O:54][C:55]([CH3:58])([CH3:57])[CH3:56])=[O:53])[C:37]2=[N:38][C:39]([Cl:50])=[C:40]([OH:42])[CH:41]=[C:36]2[CH:35]=1)=[O:33]. Procedure: The title compound was synthesized in analogy to example 9, intermediate b), through hydrogenation of 5-benzyloxy-6-chloro-pyrrolo[2,3-b]pyridine-1,2-dicarboxylic acid 1-tert-butyl ester 2-methyl ester to give the compound as a white solid (62%). Reactants: C(C)(=O)OCCCCN1C(=NC=2C=NC=CC21)C (1-(4-Acetoxybutyl)-2-methylimidazo[4,5-c]pyridine), [OH-].[K+] (potassium hydroxide). Solvent: C(C)O (ethanol). Reaction conditions: time 3 hour. Product: CC=1N(C2=C(C=NC=C2)N1)CCCCO (4-(2-Methylimidazo[4,5-c]pyrid-1-yl)butanol). Isolated yield 109.5%. RXN SMILES: C([O:4][CH2:5][CH2:6][CH2:7][CH2:8][N:9]1[C:17]2[CH:16]=[CH:15][N:14]=[CH:13][C:12]=2[N:11]=[C:10]1[CH3:18])(=O)C.[OH-].[K+]>C(O)C>[CH3:18][C:10]1[N:9]([CH2:8][CH2:7][CH2:6][CH2:5][OH:4])[C:17]2[CH:16]=[CH:15][N:14]=[CH:13][C:12]=2[N:11]=1 |f:1.2|. Reported procedure: 1-(4-Acetoxybutyl)-2-methylimidazo[4,5-c]pyridine (0.55 g) was dissolved in ethanol (10 ml) and 2M potassium hydroxide (2 ml) was added dropwise. The mixture was stirred at room temperature for 3 hours and then evaporated under vacuum. The residue was dissolved in 2M hydrochloric acid, washed with methylene chloride (2×20 ml), basified with solid NaHCO3 to pH 7.5 and then extracted with methylene chloride (10×20 ml). The combined organic extracts were evaporated under vacuum to leave the desired... Starting materials: C1(CCCC1)[Mg]Br (cyclopentylmagnesium bromide), CC1=C(C=C(C(=O)OC)C=C1)N1C(C(=NC=C1)OC1=CC=CC=C1)=O (4-methyl-3-(2-oxo-3-phenoxy-2H-pyrazin-1-yl)-benzoic acid, methyl ester), CSC1=C(C=CC=C1)CN (2-(methylthio)-benzenemethanamine), C1(CC1)N (Cyclopropylamine). The solvent is O1CCCC1 (tetrahydrofuran). Run at temperature 120 celsius, time 10 minute. Yields the product C1(CC1)NC(C1=CC(=C(C=C1)C)N1C(C(=NC=C1)NCC1=C(C=CC=C1)SC)=O)=O (N-Cyclopropyl-4-methyl-3-[3-[[[2-(methylthio)phenyl]methyl]amino]-2-oxo-1(2H)-pyrazinyl]-benzamide). As a reaction SMILES: [CH3:1][C:2]1[CH:11]=[CH:10][C:5]([C:6]([O:8]C)=O)=[CH:4][C:3]=1[N:12]1[CH:17]=[CH:16][N:15]=[C:14](OC2C=CC=CC=2)[C:13]1=[O:25].[CH3:26][S:27][C:28]1[CH:33]=[CH:32][CH:31]=[CH:30][C:29]=1[CH2:34][NH2:35].[CH:36]1([NH2:39])[CH2:38][CH2:37]1.C1([Mg]Br)CCCC1>O1CCCC1>[CH:36]1([NH:39][C:6](=[O:8])[C:5]2[CH:10]=[CH:11][C:2]([CH3:1])=[C:3]([N:12]3[CH:17]=[CH:16][N:15]=[C:14]([NH:35][CH2:34][C:29]4[CH:30]=[CH:31][CH:32]=[CH:33][C:28]=4[S:27][CH3:26])[C:13]3=[O:25])[CH:4]=2)[CH2:38][CH2:37]1. Reported procedure: A mixture of 4-methyl-3-(2-oxo-3-phenoxy-2H-pyrazin-1-yl)-benzoic acid, methyl ester (Example 128a, 111 mg), 2-(methylthio)-benzenemethanamine (100 mg) and tetrahydrofuran (1 mL) was heated within a microwave for 5 h at 120° C. before being cooled to room temperature. Cyclopropylamine (0.2 mL) was added followed by addition of cyclopentylmagnesium bromide (2M in diethyl ether, 0.8 mL). The mixture was stirred for 10 min., quenched with sat. NH4Cl and extracted into ethyl acetate. The organic pha... Reactants: CC(C)(C)OC(=O)N1CCC(C#N)(c2ccc(Cl)cc2)CC1, ClCCl, O=C(O)C(F)(F)F. Yields the product N#CC1(c2ccc(Cl)cc2)CCNCC1. As a reaction SMILES: [C:1]([O:2][C:3](=[O:4])[N:8]1[CH2:9][CH2:10][C:11]([C:14]#[N:15])([c:16]2[cH:17][cH:18][c:19]([Cl:22])[cH:20][cH:21]2)[CH2:12][CH2:13]1)([CH3:5])([CH3:6])[CH3:7].[Cl:30][CH2:31][Cl:32].[OH:23][C:24]([C:25]([F:26])([F:27])[F:28])=[O:29]>>[NH:8]1[CH2:9][CH2:10][C:11]([C:14]#[N:15])([c:16]2[cH:17][cH:18][c:19]([Cl:22])[cH:20][cH:21]2)[CH2:12][CH2:13]1. Starting materials: CN(C)c1ccncc1, O=C(Cl)OCc1ccccc1, ClCCl, C=CCCC(N)c1ccccc1OC. Product: C=CCCC(NC(=O)OCc1ccccc1)c1ccccc1OC. As a reaction SMILES: [CH3:29][N:30]([c:31]1[cH:32][cH:33][n:34][cH:35][cH:36]1)[CH3:37].[Cl:15][C:16](=[O:17])[O:18][CH2:19][c:20]1[cH:21][cH:22][cH:23][cH:24][cH:25]1.[Cl:26][CH2:27][Cl:28].[NH2:1][CH:2]([CH2:3][CH2:4][CH:5]=[CH2:6])[c:7]1[c:8]([O:13][CH3:14])[cH:9][cH:10][cH:11][cH:12]1>>[NH:1]([CH:2]([CH2:3][CH2:4][CH:5]=[CH2:6])[c:7]1[c:8]([O:13][CH3:14])[cH:9][cH:10][cH:11][cH:12]1)[C:16](=[O:17])[O:18][CH2:19][c:20]1[cH:21][cH:22][cH:23][cH:24][cH:25]1. Starting materials: [H][H] (hydrogen), S(O)(O)(=O)=O (sulfuric acid), CC(C(C1=CN=C2C(=N1)C(=O)N=C(N2)N)O)O (biopterin), S(O)(O)(=O)=O (sulfuric acid), [H][H] (hydrogen). Procedure details: Ten milligrams of palladium oxide was dispersed into 10 ml of 5% aqueous sulfuric acid solution, and then the catalyst was activated with hydrogen gas. Then, 10 ml of 5% aqueous sulfuric acid solution containing 50 mg of biopterin was added to the above dispersion. After the catalytic reduction was conducted by agitating the resulting mixture for 3 hours under normal temperature and normal pressure in a hydrogen atmosphere, the catalyst was filtered off from the reaction mixture to give a sulfur... As a reaction SMILES: [H][H].[CH3:3][CH:4]([OH:19])[CH:5]([OH:18])[C:6]1[N:11]=[C:10]2[C:12]([N:14]=[C:15]([NH2:17])[NH:16][C:9]2=[N:8][CH:7]=1)=[O:13].[S:20](=[O:24])(=[O:23])([OH:22])[OH:21]>[Pd]=O>[S:20](=[O:22])(=[O:21])([OH:24])[OH:23].[CH3:3][CH:4]([OH:19])[CH:5]([OH:18])[CH:6]1[NH:11][C:10]2[C:12]([N:14]=[C:15]([NH2:17])[NH:16][C:9]=2[NH:8][CH2:7]1)=[O:13]. The product is S(O)(O)(=O)=O (sulfuric acid), CC(C(C1CNC2=C(N1)C(=O)N=C(N2)N)O)O (tetrahydrobiopterin), 6R. Reagents/catalysts: [Pd]=O (palladium oxide).